From a dataset of the Open Reaction Database (ORD), a public repository of structured organic reaction records. describe an organic reaction: reactants, conditions, products, and yield Reactants: BrBr (Bromine), NC1=NC=C(C=C1)C (2-amino-5-picoline). Run in C(Cl)Cl (CH2Cl2). Conditions: time 2 hour. Yields the product NC1=NC=C(C=C1Br)C (2-amino-3-bromo-5-picoline). RXN SMILES: [Br:1]Br.[NH2:3][C:4]1[CH:9]=[CH:8][C:7]([CH3:10])=[CH:6][N:5]=1>C(Cl)Cl>[NH2:3][C:4]1[C:9]([Br:1])=[CH:8][C:7]([CH3:10])=[CH:6][N:5]=1. Procedure details: Bromine (3.19 g) was added dropwise at 0° C. to a solution of 2-amino-5-picoline in 75 mL CH2Cl2. After about two hours at room temperature, the reaction was extracted with saturated sodium carbonate solution, then sodium thiosulfate solution. The combined aqueous extracts were washed with CH2Cl2, and the combined organic extracts washed with saturated NaCl, dried (Na2SO4) and concentrated giving 3.59 g crude material. The product was purified by flash chromatography on silica gel, eluting with ... Reactants: CC(C)(C)OC(=O)NCCNC1CCN(c2ccccc2C#N)CC1, CCOC(C)=O, Cl. Product: N#Cc1ccccc1N1CCC(NCCN)CC1. RXN SMILES: [C:1]([O:2][C:3](=[O:4])[NH:7][CH2:8][CH2:9][NH:10][CH:11]1[CH2:12][CH2:13][N:14]([c:17]2[c:18]([C:23]#[N:24])[cH:19][cH:20][cH:21][cH:22]2)[CH2:15][CH2:16]1)([CH3:5])([CH3:6])[CH3:25].[CH3:27][CH2:28][O:29][C:30](=[O:31])[CH3:32].[ClH:26]>>[NH2:7][CH2:8][CH2:9][NH:10][CH:11]1[CH2:12][CH2:13][N:14]([c:17]2[c:18]([C:23]#[N:24])[cH:19][cH:20][cH:21][cH:22]2)[CH2:15][CH2:16]1. Reactants: C1(=CC=CC=C1)CCCCN1C([C@H]2CCCC[C@]2(CC1=O)C1=CC(=CC=C1)OC)=O (N-(4-Phenyl-n-butyl)-4a-(m-methoxyphenyl)-1,3-diketo-cis-decahydroisoquinoline), [H-].[Al+3].[Li+].[H-].[H-].[H-] (lithium aluminum hydride). Run in O1CCCC1 (tetrahydrofuran). Yields the product C1(=CC=CC=C1)CCCCN1C[C@H]2CCCC[C@]2(CC1)C1=CC(=CC=C1)OC (N-(4-Phenyl-n-butyl)-4a-(m-methoxyphenyl)-cis-decahydroisoquinoline). The yield is 94.0%. Reaction SMILES: [C:1]1([CH2:7][CH2:8][CH2:9][CH2:10][N:11]2[C:20](=O)[CH2:19][C@@:18]3([C:22]4[CH:27]=[CH:26][CH:25]=[C:24]([O:28][CH3:29])[CH:23]=4)[C@H:13]([CH2:14][CH2:15][CH2:16][CH2:17]3)[C:12]2=O)[CH:6]=[CH:5][CH:4]=[CH:3][CH:2]=1.[H-].[Al+3].[Li+].[H-].[H-].[H-]>O1CCCC1>[C:1]1([CH2:7][CH2:8][CH2:9][CH2:10][N:11]2[CH2:20][CH2:19][C@@:18]3([C:22]4[CH:27]=[CH:26][CH:25]=[C:24]([O:28][CH3:29])[CH:23]=4)[C@H:13]([CH2:14][CH2:15][CH2:16][CH2:17]3)[CH2:12]2)[CH:6]=[CH:5][CH:4]=[CH:3][CH:2]=1 |f:1.2.3.4.5.6|. Procedure: N-(4-Phenyl-n-butyl)-4a-(m-methoxyphenyl)-1,3-diketo-cis-decahydroisoquinoline (0.8 g) in anhydrous tetrahydrofuran was treated with 0.8 g of lithium aluminum hydride and refluxed overnight. The reaction mixture was worked up as indicated in Example 2-B to yield 0.7 g of an opaque oil which was evaporatively distilled, bp 80°-90°, and identified as N-(4-phenyl-n-butyl)-4a-(m-methoxyphenyl)-cis-decahydroisoquinoline. Reactants: FC1=C(OC=2C=C(C(=O)O)C=CC2[N+](=O)[O-])C=CC(=C1)F (3-(2,4-difluorophenoxy)-4-nitrobenzoic acid), P(Cl)(Cl)(Cl)(Cl)Cl (phosphorus pentachloride). Run in C1=CC=CC=C1 (benzene). Reaction conditions: time 30 minute. Product: FC1=C(OC=2C=C(C(=O)Cl)C=CC2[N+](=O)[O-])C=CC(=C1)F (3-(2,4-difluorophenoxy)-4-nitrobenzoyl chloride). Yield: 103.5%. Reaction SMILES: [F:1][C:2]1[CH:20]=[C:19]([F:21])[CH:18]=[CH:17][C:3]=1[O:4][C:5]1[CH:6]=[C:7]([CH:11]=[CH:12][C:13]=1[N+:14]([O-:16])=[O:15])[C:8](O)=[O:9].P(Cl)(Cl)(Cl)(Cl)[Cl:23]>C1C=CC=CC=1>[F:1][C:2]1[CH:20]=[C:19]([F:21])[CH:18]=[CH:17][C:3]=1[O:4][C:5]1[CH:6]=[C:7]([CH:11]=[CH:12][C:13]=1[N+:14]([O-:16])=[O:15])[C:8]([Cl:23])=[O:9]. Procedure details: A mixture of 3-(2,4-difluorophenoxy)-4-nitrobenzoic acid (1 g) and phosphorus pentachloride (0.74 g) in benzene (10 ml) was stirred for 30 minutes at room temperature. Benzene was evaporated under reduced pressure to give an oil of 3-(2,4-difluorophenoxy)-4-nitrobenzoyl chloride (1.1 g).